From a dataset of the Open Reaction Database (ORD), a public repository of structured organic reaction records. describe an organic reaction: reactants, conditions, products, and yield Reactants: COC=1C(=CC2=C(C=C(CCO2)C(=O)N2CCN(CC2)C(C2=CC(=C(C(=C2)OC)OC)OC)=O)C1)OC (1-(7,8-dimethoxy-2,3-dihydro-1-benzoxepin4-ylcarbonyl)-4-(3,4,5-trimethoxybenzoyl)piperazine), Example 26. The reagents and catalysts are [C].[Pd] (palladium-carbon). Run in CO (methanol). The product is COC=1C(=CC2=C(CC(CCO2)C(=O)N2CCN(CC2)C(C2=CC(=C(C(=C2)OC)OC)OC)=O)C1)OC (1-(7,8-dimethoxy2,3,4,5-tetrahydro-1-benzoxepin-4-ylcarbonyl)-4-(3,4,5-trimethoxybenzoyl)piperazine). RXN SMILES: [CH3:1][O:2][C:3]1[C:4]([O:36][CH3:37])=[CH:5][C:6]2[O:12][CH2:11][CH2:10][C:9]([C:13]([N:15]3[CH2:20][CH2:19][N:18]([C:21](=[O:34])[C:22]4[CH:27]=[C:26]([O:28][CH3:29])[C:25]([O:30][CH3:31])=[C:24]([O:32][CH3:33])[CH:23]=4)[CH2:17][CH2:16]3)=[O:14])=[CH:8][C:7]=2[CH:35]=1>[C].[Pd].CO>[CH3:1][O:2][C:3]1[C:4]([O:36][CH3:37])=[CH:5][C:6]2[O:12][CH2:11][CH2:10][CH:9]([C:13]([N:15]3[CH2:16][CH2:17][N:18]([C:21](=[O:34])[C:22]4[CH:27]=[C:26]([O:28][CH3:29])[C:25]([O:30][CH3:31])=[C:24]([O:32][CH3:33])[CH:23]=4)[CH2:19][CH2:20]3)=[O:14])[CH2:8][C:7]=2[CH:35]=1 |f:1.2|. Reported procedure: A mixture of 1-(7,8-dimethoxy-2,3-dihydro-1-benzoxepin4-ylcarbonyl)-4-(3,4,5-trimethoxybenzoyl)piperazine obtained in Working Example 26 (0.5 g) and methanol (20 ml) is stirred under a hydrogen stream in the presence of 10% palladium-carbon (0.3 g) under atmospheric pressure at room temperature for 10 hours. After filtration of the catalyst, the filtrate is concentrated under reduced pressure. The residue is dissolved in ethyl acetate. The resulting solution is washed with water, dried and conce... The reactants are CCN(C(C)C)C(C)C (DIPEA), C1(CC1)C(=O)Cl (cyclopropanecarbonyl chloride), O1C(CCCC1)N1N=C2C=C(C=C(C2=C1)N)C1=CC=C(C=C1)OC1OCCCC1 (2-(tetrahydro-2H-pyran-2-yl)-6-[4-(tetrahydro-2H-pyran-2-yloxy)phenyl]-2H-indazol-4-amine). Solvent: C(Cl)Cl (DCM). Run at time 1 hour. The product is OC1=CC=C(C=C1)C1=CC(=C2C=NNC2=C1)NC(=O)C1CC1 (N-[6-(4-Hydroxyphenyl)-1H-indazol-4-yl]cyclopropanecarboxamide). RXN SMILES: CCN(C(C)C)C(C)C.[CH:10]1([C:13](Cl)=[O:14])[CH2:12][CH2:11]1.O1CCCCC1[N:22]1[CH:30]=[C:29]2[C:24]([CH:25]=[C:26]([C:32]3[CH:37]=[CH:36][C:35]([O:38]C4CCCCO4)=[CH:34][CH:33]=3)[CH:27]=[C:28]2[NH2:31])=[N:23]1>C(Cl)Cl>[OH:38][C:35]1[CH:34]=[CH:33][C:32]([C:26]2[CH:25]=[C:24]3[C:29]([CH:30]=[N:22][NH:23]3)=[C:28]([NH:31][C:13]([CH:10]3[CH2:12][CH2:11]3)=[O:14])[CH:27]=2)=[CH:37][CH:36]=1. Procedure details: DIPEA (82 mg, 0.635 mmol) and cyclopropanecarbonyl chloride (15 mg, 0.14 mmol) were added to 2-(tetrahydro-2H-pyran-2-yl)-6-[4-(tetrahydro-2H-pyran-2-yloxy)phenyl]-2H-indazol-4-amine (50 mg, 0.127 mmol) in DCM (1 ml) and the reaction was stirred for 1 h. The solvent was removed under a stream of nitrogen. The residue was dissolved in MeOH (2 ml), 4 M HCl in 1,4-dioxane (2 ml) was added and the reaction was stirred for 1 h. The solvent was removed in vacuo. The residue was purified by MDAP (Metho... Starting materials: BrCC=C(C(F)(F)OC)F (4-bromo-1-methoxy-1,1,2-trifluoro-2-butene), S(O)(O)(=O)=O (sulfuric acid), ice water. Run in CCCCC (n-pentane). Reaction conditions: time 48 hour. Product: BrC\C=C(\C(=O)OC)/F (methyl (Z)-4-bromo-2-fluoro-2-butenoate). The yield is 68.4%. As a reaction SMILES: S(=O)(=O)(O)[OH:2].[Br:6][CH2:7][CH:8]=[C:9]([F:15])[C:10]([O:13][CH3:14])(F)F>CCCCC>[Br:6][CH2:7]/[CH:8]=[C:9](\[F:15])/[C:10]([O:13][CH3:14])=[O:2]. Procedure: To a mixture of 3.0 g 75% sulfuric acid and 15 mL n-pentane was added 1.0 g (4.6 mmol) 4-bromo-1-methoxy-1,1,2-trifluoro-2-butene at room temperature in a 50 mL round-bottom flask. The resulting mixture was stirred for 48 hours at room temperature. Excess ice water was added and the liquid extracted with diethyl ether. The ether layer was successively washed with water and brine, then dried over anhydrous magnesium sulfate. Evaporation of the solvent in vacuo gave the crude ester which was purif... The reactants are CC(C)(C)OC(=O)c1c(F)cc(Br)cc1F, COC(=O)c1cc(Oc2ccc(C(=O)N3CCC3)cc2)c2c(c1)OC(C)(C)C2, COC(=O)c1cc(O)c2c(c1)OC(C)(C)C2. Yields the product COC(=O)c1cc(Oc2cc(F)c(C(=O)OC(C)(C)C)c(F)c2)c2c(c1)OC(C)(C)C2. As a reaction SMILES: [C:45]([CH3:46])([CH3:47])([CH3:48])[O:49][C:50]([c:51]1[c:52]([F:59])[cH:53][c:54]([Br:58])[cH:55][c:56]1[F:57])=[O:60].[CH3:1][O:2][C:3]([c:4]1[cH:5][c:6]([O:7][c:8]2[cH:9][cH:10][c:11]([C:12]([N:13]3[CH2:14][CH2:15][CH2:16]3)=[O:17])[cH:18][cH:19]2)[c:20]2[c:26]([cH:27]1)[O:25][C:22]([CH3:23])([CH3:24])[CH2:21]2)=[O:28].[CH3:29][O:30][C:31](=[O:32])[c:33]1[cH:34][c:35]2[c:36]([c:42]([OH:44])[cH:43]1)[CH2:37][C:38]([CH3:40])([CH3:41])[O:39]2>>[CH3:29][O:30][C:31](=[O:32])[c:33]1[cH:34][c:35]2[c:36]([c:42]([O:44][c:54]3[cH:53][c:52]([F:59])[c:51]([C:50]([O:49][C:45]([CH3:46])([CH3:47])[CH3:48])=[O:60])[c:56]([F:57])[cH:55]3)[cH:43]1)[CH2:37][C:38]([CH3:40])([CH3:41])[O:39]2. The reactants are S(C)(=O)(=O)[O-] (mesylate), [Na+].[I-] (NaI), C(C)(C)NC(C)C (diisopropylamine), C(CCC)#N (butyronitrile), C(CCCCCCC)C1=CC=C(C=C1)C1=CC=C(C=C1)[C@@H]1CC[C@H](CC1)CI (trans-4-(4'-octylbiphenyl-4-yl)cyclohexylmethyl iodide), C(CCCCCCC)C1=CC=C(C=C1)C1=CC=C(C=C1)[C@@H]1CC[C@H](CC1)C(=O)O (trans-4-(4'octylbiphenyl-4-yl)cyclohexanecarboxylic acid), nitrile, [H-].[H-].[H-].[H-].[Li+].[Al+3] (LiAlH4), alcohol. Solvent: O1CCCC1 (tetrahydrofuran), CC(=O)C (acetone). Yields the product C(CCCCCCC)C1=CC=C(C=C1)C1=CC=C(C=C1)[C@@H]1CC[C@H](CC1)CC(CC)C#N (4-octyl-4'-[trans-4-(2-cyanobutyl)cyclohexyl]biphenyl). RXN SMILES: C(NC(C)C)(C)C.[C:8](#[N:12])[CH2:9][CH2:10][CH3:11].[CH2:13]([C:21]1[CH:26]=[CH:25][C:24]([C:27]2[CH:32]=[CH:31][C:30]([C@H:33]3[CH2:38][CH2:37][C@H:36]([CH2:39]I)[CH2:35][CH2:34]3)=[CH:29][CH:28]=2)=[CH:23][CH:22]=1)[CH2:14][CH2:15][CH2:16][CH2:17][CH2:18][CH2:19][CH3:20].C(C1C=CC(C2C=CC([C@H]3CC[C@H](C(O)=O)CC3)=CC=2)=CC=1)CCCCCCC.[H-].[H-].[H-].[H-].[Li+].[Al+3].S([O-])(=O)(=O)C.[Na+].[I-]>CC(C)=O.O1CCCC1>[CH2:13]([C:21]1[CH:26]=[CH:25][C:24]([C:27]2[CH:32]=[CH:31][C:30]([C@H:33]3[CH2:38][CH2:37][C@H:36]([CH2:39][CH:9]([C:8]#[N:12])[CH2:10][CH3:11])[CH2:35][CH2:34]3)=[CH:29][CH:28]=2)=[CH:23][CH:22]=1)[CH2:14][CH2:15][CH2:16][CH2:17][CH2:18][CH2:19][CH3:20] |f:4.5.6.7.8.9,11.12|. Reported procedure: With air and moisture excluded, 9.4 ml of diisopropylamine, 4.6 g of butyronitrile and 30 g of trans-4-(4'-octylbiphenyl-4-yl)cyclohexylmethyl iodide [obtainable from trans-4-(4'octylbiphenyl-4-yl)cyclohexanecarboxylic acid (which can in turn be prepared by saponification of the nitrile) by reduction with LiAlH4, conversion of the alcohol into the corresponding mesylate and subsequent Finkelstein reaction with NaI in acetone] are added in sequence to 50 ml of tetrahydrofuran at -50°. After heati...